From a dataset of the Open Reaction Database (ORD), a public repository of structured organic reaction records. describe an organic reaction: reactants, conditions, products, and yield Reactants: [BH4-].[Na+] (sodium borohydride), C(#N)C=1C=CC(=NC1)SC=1C=C(C(=O)O)C=CC1 (3-(5-cyano-pyridin-2-ylsulfanyl)-benzoic acid), O (water). The solvent is O1CCOCC1 (dioxane), S(=O)(Cl)Cl (thionyl chloride). Run at temperature 50 celsius, time 2 hour. Yields the product OCC=1C=C(C=CC1)SC1=NC=C(C#N)C=C1 (6-(3-hydroxymethyl-phenylsulfanyl)-nicotinonitrile). Yield: 56.7%. RXN SMILES: [C:1]([C:3]1[CH:4]=[CH:5][C:6]([S:9][C:10]2[CH:11]=[C:12]([CH:16]=[CH:17][CH:18]=2)[C:13](O)=[O:14])=[N:7][CH:8]=1)#[N:2].[BH4-].[Na+].O>S(Cl)(Cl)=O.O1CCOCC1>[OH:14][CH2:13][C:12]1[CH:11]=[C:10]([S:9][C:6]2[CH:5]=[CH:4][C:3]([C:1]#[N:2])=[CH:8][N:7]=2)[CH:18]=[CH:17][CH:16]=1 |f:1.2|. Procedure: Dissolve 3-(5-cyano-pyridin-2-ylsulfanyl)-benzoic acid (1.25 g, 4.88 mmol) in thionyl chloride (50 mL) and stir. Heat to reflux. After 2 hours, concentrate under reduced pressure to give a residue. Dissolve residue in dioxane (100 mL) and add sodium borohydride (1.85 g, 48.8 mmol). Heat to 50° C. After 2 hours, cool to ambient temperature and add water. Extract with ethyl acetate, combine organic layers, dry with sodium sulfate, filter and concentrate to give the title compound as a yellow oil (... The reactants are CC1=C(N)C=CC(=C1)[N+](=O)[O-] (2-methyl-4-nitroaniline), O.C1(=CC=C(C=C1)S(=O)(=O)O)C (p-toluenesulfonic acid monohydrate), N(=O)[O-].[Na+] (sodium nitrite), [I-].[K+] (potassium iodide). The solvent is C(C)#N (acetonitrile), O (water), C(C)(=O)OCC (ethyl acetate). Run at time 4 hour. Yields the product IC1=C(C=C(C=C1)[N+](=O)[O-])C (1-iodo-2-methyl-4-nitrobenzene). Yield: 93.9%. As a reaction SMILES: [CH3:1][C:2]1[CH:8]=[C:7]([N+:9]([O-:11])=[O:10])[CH:6]=[CH:5][C:3]=1N.O.C1(C)C=CC(S(O)(=O)=O)=CC=1.N([O-])=O.[Na+].[I-:28].[K+]>C(#N)C.O.C(OCC)(=O)C>[I:28][C:3]1[CH:5]=[CH:6][C:7]([N+:9]([O-:11])=[O:10])=[CH:8][C:2]=1[CH3:1] |f:1.2,3.4,5.6|. Procedure details: To a stirred solution of 2-methyl-4-nitroaniline (500 mg, 3.286 mmol) in acetonitrile and water were added p-toluenesulfonic acid monohydrate (1.875 g, 9.858 mmol), sodium nitrite (453 mg, 6.572 mmol) and potassium iodide (1.363 g, 8.215 mmol). The reaction mixture was stirred for 4 h at room temperature. The mixture dissolved in ethyl acetate and washed with water and brine. The organic layer was dried over magnesium sulfate and filtered. The filtrate removed in vacuo. The crude was purified by... Yield: 64.3%. As a reaction SMILES: C([N-]C(C)C)(C)C.[Li+].C(NC(C)C)(C)C.C([Li])CCC.[CH:21]1([CH2:27][CH:28]2[CH2:33][CH2:32][O:31][C:29]2=[O:30])[CH2:26][CH2:25][CH2:24][CH2:23][CH2:22]1.[CH2:34]([O:36][CH2:37]Cl)[CH3:35]>C1COCC1>[CH:21]1([CH2:27][C:28]2([CH2:37][O:36][CH2:34][CH3:35])[CH2:33][CH2:32][O:31][C:29]2=[O:30])[CH2:22][CH2:23][CH2:24][CH2:25][CH2:26]1 |f:0.1|. The reactants are C1(CCCCC1)CC1C(=O)OCC1 (2-(cyclohexyl-methyl)-γ-butyrolactone), C(C)(C)[N-]C(C)C.[Li+] (lithium diisopropylamide), C(C)(C)NC(C)C (diisopropylamine), C(CCC)[Li] (butyllithium), C(C)OCCl (chloromethyl ethyl ether). Product: C1(CCCCC1)CC1(C(=O)OCC1)COCC (2-(Cyclohexyl-methyl)-2-ethoxymethyl-γ-butyrolactone). Reported procedure: A solution of lithium diisopropylamide prepared from diisopropylamine (6.50 mL) and butyllithium (29.0 mL of 1.6M solution in hexanes) in THF (105 mL) was treated dropwise with 2-(cyclohexyl-methyl)-γ-butyrolactone (6.96 g) at −78° C. The reaction mixture was stirred at the same temperature for additional 30 min and then treated dropwise with chloromethyl ethyl ether (5.05 g). Upon completion of the addition, the mixture was allowed to slowly warm-up to room temperature and stirred at this tempe... Run in C1CCOC1 (THF). Reaction conditions: time 30 minute. The reactants are CN(C)CC(C(=O)O)=C (2-dimethylaminomethylacrylic acid), C(C)O (ethanol). The solvent is S(O)(O)(=O)=O (sulphuric acid). Run at time 3 hour. Product: CN(C)CC(C(=O)OCC)=C (ethyl 2-dimethylaminomethylacrylate). Isolated yield 55.0%. As a reaction SMILES: [CH3:1][N:2]([CH2:4][C:5](=[CH2:9])[C:6]([OH:8])=[O:7])[CH3:3].[CH2:10](O)[CH3:11]>S(=O)(=O)(O)O>[CH3:1][N:2]([CH2:4][C:5](=[CH2:9])[C:6]([O:8][CH2:10][CH3:11])=[O:7])[CH3:3]. Procedure details: A solution of 2-dimethylaminomethylacrylic acid (129g) in concentrated sulphuric acid (105 ml, 98%) and ethanol (500 ml) was boiled under reflux for 3 hours. After evaporating to half volume and pouring the residue into water (1 liter), anhydrous sodium carbonate (212g) was added and the solution was allowed to stand for 3 hours, when it gave a neutral reaction. The aqueous mixture was extracted with ether (3 × 250 ml), after drying over anhydrous sodium sulphate, the ether extract was evaporate... Starting materials: [OH-].[K+] (potassium hydroxide), NC=1SC2=C(N1)C=CC(=C2)OC (2-amino-6-methoxybenzothiazole), Cl (HCl). Run in C(C)(=O)O (acetic acid). Product: NC1=C(C=C(C=C1)OC)S (2-amino-5-methoxythiophenol). As a reaction SMILES: [OH-].[K+].NC1[S:5][C:6]2[CH:12]=[C:11]([O:13][CH3:14])[CH:10]=[CH:9][C:7]=2[N:8]=1.Cl>C(O)(=O)C>[NH2:8][C:7]1[CH:9]=[CH:10][C:11]([O:13][CH3:14])=[CH:12][C:6]=1[SH:5] |f:0.1|. Reported procedure: To a stirred solution of 8N potassium hydroxide (1.3 1) was added 2-amino-6-methoxybenzothiazole (750 g) and the mixture was refluxed overnight. The resulting solution was neutralized by the addition of conc. HCl to pH 8.0, then acetic acid to pH 6.0. The precipitate which formed was filtered and washed with water to afford the title compound which was used immediately in Step 3. Starting materials: NC1=NC=CC=C1OCC1=C(C=CC=C1)Br (2-amino-3-(2-bromobenzyloxy)pyridine), Cl.C1(=CC=CC=C1)CC(OCC)=N (ethyl phenylacetimidate hydrochloride). Solvent: C(C)O (ethanol). Yields the product BrC1=C(COC=2C(=NC=CC2)NC(CC2=CC=CC=C2)=N)C=CC=C1 (N-(3-(2-Bromobenzyloxy)-2-pyridyl)phenylacetamidine). The yield is 3.5%. RXN SMILES: [NH2:1][C:2]1[C:7]([O:8][CH2:9][C:10]2[CH:15]=[CH:14][CH:13]=[CH:12][C:11]=2[Br:16])=[CH:6][CH:5]=[CH:4][N:3]=1.Cl.[C:18]1([CH2:24][C:25](=[NH:29])OCC)[CH:23]=[CH:22][CH:21]=[CH:20][CH:19]=1>C(O)C>[Br:16][C:11]1[CH:12]=[CH:13][CH:14]=[CH:15][C:10]=1[CH2:9][O:8][C:7]1[C:2]([NH:1][C:25](=[NH:29])[CH2:24][C:18]2[CH:23]=[CH:22][CH:21]=[CH:20][CH:19]=2)=[N:3][CH:4]=[CH:5][CH:6]=1 |f:1.2|. Procedure details: A mixture of 2-amino-3-(2-bromobenzyloxy)pyridine (5.58 g, 20 mmol) and ethyl phenylacetimidate hydrochloride (4.39 g, 22 mmol) in ethanol (80 ml) was heated under reflux for 2 hours. Evaporation of the solvent gave a residue which was purified by chromatography (silica, chloroform/methanol) and recrystallisation from ethanol/ether to obtain the product (0.28 g), m.p. 158°-169° C. Starting materials: FC(C=1C=C(COCC2(CCNCCC2)C2=CC=CC=C2)C=C(C1)C(F)(F)F)(F)F (4-((3,5-bis(trifluoromethyl)benzyloxy)methyl)-4-phenylazepane), C1(CC1)C=O (cyclopropanecarbaldehyde), C(#N)[BH3-].[Na+] (sodium cyanoborohydride). The reagents and catalysts are FC(C(=O)O)(F)F (trifluoroacetic acid). The solvent is CO (methanol). Run at time 0.5 hour. Yields the product FC(C=1C=C(COCC2(CCN(CCC2)CC2CC2)C2=CC=CC=C2)C=C(C1)C(F)(F)F)(F)F (4-((3,5-bis(trifluoromethyl)benzyloxy)methyl)-1-(cyclopropylmethyl)-4-phenylazepane). Isolated yield 41.5%. RXN SMILES: [F:1][C:2]([F:30])([F:29])[C:3]1[CH:4]=[C:5]([CH:22]=[C:23]([C:25]([F:28])([F:27])[F:26])[CH:24]=1)[CH2:6][O:7][CH2:8][C:9]1([C:16]2[CH:21]=[CH:20][CH:19]=[CH:18][CH:17]=2)[CH2:15][CH2:14][CH2:13][NH:12][CH2:11][CH2:10]1.[CH:31]1([CH:34]=O)[CH2:33][CH2:32]1.C([BH3-])#N.[Na+]>CO.FC(F)(F)C(O)=O>[F:30][C:2]([F:29])([F:1])[C:3]1[CH:4]=[C:5]([CH:22]=[C:23]([C:25]([F:28])([F:27])[F:26])[CH:24]=1)[CH2:6][O:7][CH2:8][C:9]1([C:16]2[CH:21]=[CH:20][CH:19]=[CH:18][CH:17]=2)[CH2:15][CH2:14][CH2:13][N:12]([CH2:34][CH:31]2[CH2:33][CH2:32]2)[CH2:11][CH2:10]1 |f:2.3|. Reported procedure: Mixture of isomer A of 4-((3,5-bis(trifluoromethyl)benzyloxy)methyl)-4-phenylazepane (3 mg) and cyclopropanecarbaldehyde (1.4 mg) in methanol (0.15 mL) was stirred at room temperature for 0.5 hr, then sodium cyanoborohydride (1.0 M solution in THF, 0.02 mL) was added followed by 1 drop of trifluoroacetic acid. The mixture was stirred at room temperature for overnight and concentrated under vacuum. Then saturated sodium bicarbonate and dichloromethane was added to the mixture and the organic laye... Reactants: CC(C)(C)OC(=O)N1CCc2ccc([N+](=O)[O-])cc2CC1, CCO. The product is CC(C)(C)OC(=O)N1CCc2ccc(N)cc2CC1. Reaction SMILES: [C:1]([CH3:2])([CH3:3])([CH3:4])[O:5][C:6](=[O:7])[N:8]1[CH2:9][CH2:10][c:11]2[c:12]([cH:15][cH:16][c:17]([N+:19]([O-:20])=[O:21])[cH:18]2)[CH2:13][CH2:14]1.[CH3:22][CH2:23][OH:24]>>[C:1]([CH3:2])([CH3:3])([CH3:4])[O:5][C:6](=[O:7])[N:8]1[CH2:9][CH2:10][c:11]2[c:12]([cH:15][cH:16][c:17]([NH2:19])[cH:18]2)[CH2:13][CH2:14]1. The reactants are ClC1=NC=C(C(=N1)NC1=CC=C(C=C1)C(C)(C)C(=O)OCC)F (2-chloro-N4-[4-[ethoxycarbonyl(dimethyl)methyl]phenyl]-5-fluoro-4-pyrimidineamine), C1OC=2C=C(N)C=CC2OC1 (3,4-ethylenedioxyaniline). The product is C(C)OC(=O)C(C1=CC=C(C=C1)NC1=NC(=NC=C1F)NC1=CC2=C(C=C1)OCCO2)(C)C (N4-[4-[ethoxycarbonyl(dimethyl)methyl]phenyl]-N2-(3,4-ethylenedioxyphenyl)-5-fluoro-2,4-pyrimidinediamine). RXN SMILES: Cl[C:2]1[N:7]=[C:6]([NH:8][C:9]2[CH:14]=[CH:13][C:12]([C:15]([C:18]([O:20][CH2:21][CH3:22])=[O:19])([CH3:17])[CH3:16])=[CH:11][CH:10]=2)[C:5]([F:23])=[CH:4][N:3]=1.[CH2:24]1[CH2:34][O:33][C:32]2[CH:31]=[CH:30][C:28]([NH2:29])=[CH:27][C:26]=2[O:25]1>>[CH2:21]([O:20][C:18]([C:15]([CH3:17])([CH3:16])[C:12]1[CH:13]=[CH:14][C:9]([NH:8][C:6]2[C:5]([F:23])=[CH:4][N:3]=[C:2]([NH:29][C:28]3[CH:30]=[CH:31][C:32]4[O:33][CH2:34][CH2:24][O:25][C:26]=4[CH:27]=3)[N:7]=2)=[CH:10][CH:11]=1)=[O:19])[CH3:22]. Reported procedure: In like manner to the preparation of N4-(3,4-ethylenedioxyphenyl)-5-fluoro-N2-(3-hydroxyphenyl)-2,4-pyrimidinediamine, 2-chloro-N4-[4-[ethoxycarbonyl(dimethyl)methyl]phenyl]-5-fluoro-4-pyrimidineamine and 3,4-ethylenedioxyaniline were reacted to produce N4-[4-[ethoxycarbonyl(dimethyl)methyl]phenyl]-N2-(3,4-ethylenedioxyphenyl)-5-fluoro-2,4-pyrimidinediamine. 1H NMR (DMSO-d6): δ 9.31 (s, 1H), 8.97 (s, 1H), 8.03 (d, 1H, J=3.5 Hz), 7.70 (d, 2H, J=8.8 Hz), 7.29 (d, 1H, J=2.3 Hz), 7.23 (d, 2H, J=8.8 ...